This data is from the Open Reaction Database (ORD), a public repository of structured organic reaction records. The task is: describe an organic reaction: reactants, conditions, products, and yield Procedure details: In a similar manner to Example 49-1), 3-[4-(4-hydroxyphenoxy)-phenoxy]-L-phenylalanine was synthesized by deprotecting by a conventional method from N-trifluoroacetyl-3-(4-hydroxyphenoxy)-L-phenylalanine ethyl ester via N-trifluoroacetyl-3-[4-(4-methoxyphenoxy)phenoxy]-L-phenylalanine ethyl ester. N-Trifluoroacetyl-3-[4-(4-methoxyphenoxy)phenoxy]-L-phenylalanine ethyl ester: m.p.: 67-71° C.; IR (Nujol): 3324, 1745, 1707, 1559, 1507, 1501 cm−1; APCI-MS m/z: 504 [M+H]+. As a reaction SMILES: C(OC(=O)[C@H](CC1C=CC=C(OC2C=CC(O)=CC=2)C=1)NC(=O)C(F)(F)F)C.C([O:31][C:32](=[O:64])[C@H:33]([CH2:41][C:42]1[CH:47]=[CH:46][CH:45]=[C:44]([O:48][C:49]2[CH:54]=[CH:53][C:52]([O:55][C:56]3[CH:61]=[CH:60][C:59]([O:62]C)=[CH:58][CH:57]=3)=[CH:51][CH:50]=2)[CH:43]=1)[NH:34]C(=O)C(F)(F)F)C>>[OH:62][C:59]1[CH:58]=[CH:57][C:56]([O:55][C:52]2[CH:53]=[CH:54][C:49]([O:48][C:44]3[CH:43]=[C:42]([CH:47]=[CH:46][CH:45]=3)[CH2:41][C@@H:33]([C:32]([OH:64])=[O:31])[NH2:34])=[CH:50][CH:51]=2)=[CH:61][CH:60]=1. The reactants are C(C)OC([C@@H](NC(C(F)(F)F)=O)CC1=CC(=CC=C1)OC1=CC=C(C=C1)O)=O (N-trifluoroacetyl-3-(4-hydroxyphenoxy)-L-phenylalanine ethyl ester), C(C)OC([C@@H](NC(C(F)(F)F)=O)CC1=CC(=CC=C1)OC1=CC=C(C=C1)OC1=CC=C(C=C1)OC)=O (N-trifluoroacetyl-3-[4-(4-methoxyphenoxy)phenoxy]-L-phenylalanine ethyl ester), C(C)OC([C@@H](NC(C(F)(F)F)=O)CC1=CC(=CC=C1)OC1=CC=C(C=C1)OC1=CC=C(C=C1)OC)=O (N-Trifluoroacetyl-3-[4-(4-methoxyphenoxy)phenoxy]-L-phenylalanine ethyl ester). Yields the product OC1=CC=C(OC2=CC=C(OC=3C=C(C[C@H](N)C(=O)O)C=CC3)C=C2)C=C1 (3-[4-(4-hydroxyphenoxy)-phenoxy]-L-phenylalanine). Starting materials: Cl.ClC1=CC=C(C(C(=O)NCCN(CC)CC)=C1)O (5-chloro-N-[2-(diethylamino)ethyl]salicylamide hydrochloride), O1OOCCC1 (trioxane). Run in FC(C(=O)O)(F)F (trifluoroacetic acid). Product: ClC=1C=CC2=C(C(N(CO2)CCN(CC)CC)=O)C1 (6-chloro-3-[2-(diethylamino)ethyl]-2,3-dihydro-4H-1,3-benzoxazin-4-one). Reaction SMILES: Cl.[Cl:2][C:3]1[CH:18]=[C:7]([C:8]([NH:10][CH2:11][CH2:12][N:13]([CH2:16][CH3:17])[CH2:14][CH3:15])=[O:9])[C:6]([OH:19])=[CH:5][CH:4]=1.O1CC[CH2:23]OO1>FC(F)(F)C(O)=O>[Cl:2][C:3]1[CH:4]=[CH:5][C:6]2[O:19][CH2:23][N:10]([CH2:11][CH2:12][N:13]([CH2:16][CH3:17])[CH2:14][CH3:15])[C:8](=[O:9])[C:7]=2[CH:18]=1 |f:0.1|. Procedure: 8.00 Grammes (26.1 mmoles) of 5-chloro-N-[2-(diethylamino)ethyl]salicylamide hydrochloride are dissolvedin 100 ml of trifluoroacetic acid with 2.35 grammes (26.1 mmoles) of trioxane and left to react for 20 hours at a temperature of 50° C. Starting materials: E1, ClC1=C(C=C(C=C1)OC=1C=CC(=NC1)CCOC1=CC=NC(N1)=O)C(F)(F)F (6-{[2-(5-{[4-chloro-3-(trifluoromethyl)phenyl]oxy}-2-pyridinyl)ethyl]oxy}-2(1H)-pyrimidinone), Cl.ClCC=1C=NN(C1)C (4-(chloromethyl)-1-methyl-1H-pyrazole hydrochloride). The product is ClC1=C(C=C(C=C1)OC=1C=CC(=NC1)CCOC1=NC(N(C=C1)CC=1C=NN(C1)C)=O)C(F)(F)F (4-{[2-(5-{[4-Chloro-3-(trifluoromethyl)phenyl]oxy}-2-pyridinyl)ethyl]oxy}-1-[(1-methyl-1H-pyrazol-4-yl)methyl]-2(1H)-pyrimidinone). As a reaction SMILES: [Cl:1][C:2]1[CH:7]=[CH:6][C:5]([O:8][C:9]2[CH:10]=[CH:11][C:12]([CH2:15][CH2:16][O:17][C:18]3[NH:23][C:22](=[O:24])[N:21]=[CH:20][CH:19]=3)=[N:13][CH:14]=2)=[CH:4][C:3]=1[C:25]([F:28])([F:27])[F:26].Cl.Cl[CH2:31][C:32]1[CH:33]=[N:34][N:35]([CH3:37])[CH:36]=1>>[Cl:1][C:2]1[CH:7]=[CH:6][C:5]([O:8][C:9]2[CH:10]=[CH:11][C:12]([CH2:15][CH2:16][O:17][C:18]3[CH:19]=[CH:20][N:21]([CH2:31][C:32]4[CH:33]=[N:34][N:35]([CH3:37])[CH:36]=4)[C:22](=[O:24])[N:23]=3)=[N:13][CH:14]=2)=[CH:4][C:3]=1[C:25]([F:26])([F:27])[F:28] |f:1.2|. Procedure: The title compound was prepared by a procedure similar to that described for E1 starting from 6-{[2-(5-{[4-chloro-3-(trifluoromethyl)phenyl]oxy}-2-pyridinyl)ethyl]oxy}-2(1H)-pyrimidinone and 4-(chloromethyl)-1-methyl-1H-pyrazole hydrochloride. LC-MS (ESI): m/z 506 [M+H]+; 2.90 min (ret time). The reactants are CC(Br)c1ccc2ccccc2c1, CCOC(=O)C(NC(C)=O)C(=O)OCC, CCO. Product: CCOC(=O)C(NC(=O)C(C)c1ccc2ccccc2c1)C(=O)OCC. RXN SMILES: [Br:1][CH:2]([CH3:3])[c:4]1[cH:5][c:6]2[cH:7][cH:8][cH:9][cH:10][c:11]2[cH:12][cH:13]1.[C:14]([CH3:15])(=[O:16])[NH:17][CH:18]([C:19](=[O:20])[O:21][CH2:22][CH3:23])[C:24](=[O:25])[O:26][CH2:27][CH3:28].[CH3:29][CH2:30][OH:31]>>[c:4]1([CH:15]([C:14](=[O:16])[NH:17][CH:18]([C:19](=[O:20])[O:21][CH2:22][CH3:23])[C:24](=[O:25])[O:26][CH2:27][CH3:28])[CH3:29])[cH:5][c:6]2[cH:7][cH:8][cH:9][cH:10][c:11]2[cH:12][cH:13]1. Reactants: O=Cc1ccc(Cl)c([N+](=O)[O-])c1, COC(=O)c1ccc(N)cc1. Product: COC(=O)c1ccc(N=Cc2ccc(Cl)c([N+](=O)[O-])c2)cc1. RXN SMILES: [Cl:1][c:2]1[c:3]([N+:10](=[O:11])[O-:12])[cH:4][c:5]([CH:6]=[O:7])[cH:8][cH:9]1.[NH2:13][c:14]1[cH:15][cH:16][c:17]([C:18](=[O:19])[O:20][CH3:21])[cH:22][cH:23]1>>[Cl:1][c:2]1[c:3]([N+:10](=[O:11])[O-:12])[cH:4][c:5]([CH:6]=[N:13][c:14]2[cH:15][cH:16][c:17]([C:18](=[O:19])[O:20][CH3:21])[cH:22][cH:23]2)[cH:8][cH:9]1. The reactants are C1(=CC=CC=C1)N(C1CCN(CC1)CCCN)CC=1SC=CC1 (4-[phenyl(2-thienyl)methylamino]-1-piperidinepropanamine), ClC=1C=CC=2N(N1)C=C(N2)C(C(=O)OCC)(C)C (ethyl 2-(6-chloroimidazo[1,2-b]pyridazin-2-yl)-2-methylpropionate), C(C)O (ethanol), C([O-])(O)=O.[Na+] (sodium bicarbonate). Run in CN1C(CCC1)=O (1-methyl-2-pyrrolidone). Conditions: temperature 170 celsius, time 4 hour. The product is Cl.Cl.Cl.C1(=CC=CC=C1)N(C1CCN(CC1)CCCNC=1C=CC=2N(N1)C=C(N2)C(C(=O)OCC)(C)C)CC=2SC=CC2 (Ethyl 2-[6-[3-[4-[Phenyl(2-thienyl)methylamino]piperidino]propylamino]imidazo[1,2-b]pyridazin-2-yl]-2-methylpropionate Trihydrochloride). The yield is 124.8%. As a reaction SMILES: [C:1]1([N:7]([CH2:18][C:19]2[S:20][CH:21]=[CH:22][CH:23]=2)[CH:8]2[CH2:13][CH2:12][N:11]([CH2:14][CH2:15][CH2:16][NH2:17])[CH2:10][CH2:9]2)[CH:6]=[CH:5][CH:4]=[CH:3][CH:2]=1.[Cl:24][C:25]1[CH:26]=[CH:27][C:28]2[N:29]([CH:31]=[C:32]([C:34]([CH3:41])([CH3:40])[C:35]([O:37][CH2:38][CH3:39])=[O:36])[N:33]=2)[N:30]=1.C(O)C.C(=O)(O)[O-].[Na+]>CN1CCCC1=O>[ClH:24].[ClH:24].[ClH:24].[C:1]1([N:7]([CH2:18][C:19]2[S:20][CH:21]=[CH:22][CH:23]=2)[CH:8]2[CH2:13][CH2:12][N:11]([CH2:14][CH2:15][CH2:16][NH:17][C:25]3[CH:26]=[CH:27][C:28]4[N:29]([CH:31]=[C:32]([C:34]([CH3:40])([CH3:41])[C:35]([O:37][CH2:38][CH3:39])=[O:36])[N:33]=4)[N:30]=3)[CH2:10][CH2:9]2)[CH:2]=[CH:3][CH:4]=[CH:5][CH:6]=1 |f:3.4,6.7.8.9|. Procedure: 1.44 g of 4-[phenyl(2-thienyl)methylamino]-1-piperidinepropanamine and 585 mg of ethyl 2-(6-chloroimidazo[1,2-b]pyridazin-2-yl)-2-methylpropionate were dissolved in 3 ml of 1-methyl-2-pyrrolidone, followed by stirring in an oil bath (170° C.) for 4 hours. After cooling, ethanol and saturated aqueous sodium bicarbonate were added, followed by extraction with ethyl acetate; the extract was washed with saturated saline, dried over magnesium sulfate. The solution was concentrated under reduced press...